This data is from the Open Reaction Database (ORD), a public repository of structured organic reaction records. The task is: describe an organic reaction: reactants, conditions, products, and yield RXN SMILES: [Br:21][CH2:22][c:23]1[cH:24][cH:25][cH:26][cH:27][cH:28]1.[CH3:3][C:4]1([CH3:20])[c:5]2[cH:6][cH:7][c:8]([CH2:16][C:17](=[O:18])[OH:19])[cH:9][c:10]2[C:11]([CH3:14])([CH3:15])[CH2:12][CH2:13]1.[H-:1].[Na+:2].[O:30]=[CH:31][N:32]([CH3:33])[CH3:34].[OH2:29]>>[CH3:3][C:4]1([CH3:20])[c:5]2[cH:6][cH:7][c:8]([CH2:16][C:17](=[O:18])[O:19][CH2:22][c:23]3[cH:24][cH:25][cH:26][cH:27][cH:28]3)[cH:9][c:10]2[C:11]([CH3:14])([CH3:15])[CH2:12][CH2:13]1. Product: CC1(C)CCC(C)(C)c2cc(CC(=O)OCc3ccccc3)ccc21. Reactants: BrCc1ccccc1, CC1(C)CCC(C)(C)c2cc(CC(=O)O)ccc21, [H-], [Na+], CN(C)C=O, O. Reactants: C(C)N1C(C2=CC=C(C=C2C1)[N+](=O)[O-])=O (2-ethyl-5-nitro-2,3-dihydro-isoindol-1-one), C(=O)[O-].[NH4+] (ammonium formate). Reagents/catalysts: [Pd] (Palladium/Carbon). Run in CN(C)C=O (DMF). Product: NC=1C=C2CN(C(C2=CC1)=O)CC (5-Amino-2-ethyl-2,3-dihydro-isoindol-1-one). The yield is 98.3%. RXN SMILES: [CH2:1]([N:3]1[CH2:11][C:10]2[C:5](=[CH:6][CH:7]=[C:8]([N+:12]([O-])=O)[CH:9]=2)[C:4]1=[O:15])[CH3:2].C([O-])=O.[NH4+]>CN(C=O)C.[Pd]>[NH2:12][C:8]1[CH:9]=[C:10]2[C:5](=[CH:6][CH:7]=1)[C:4](=[O:15])[N:3]([CH2:1][CH3:2])[CH2:11]2 |f:1.2|. Procedure details: Palladium/Carbon (10% wt) (63 mg, 0.30 mmol) was added to a stirred solution of 2-ethyl-5-nitro-2,3-dihydro-isoindol-1-one (634 mg, 3.06 mmol) and ammonium formate (949 mg, 15.31 mmol) in anhydrous DMF (12 ml) at room temperature. The resulting suspension was heated at reflux for 1 hr, then cooled and filtered through a pad of celite. The solvent was evaporated in vacuo and the crude residue purified by flash column chromatography (5% methanol in dichloromethane) to yield the title compound as a... Reactants: CN(C)Cc1ccc(CSCCN)o1, CSc1ncc(C)c(=O)[nH]1, c1ccncc1. Product: Cc1cnc(NCCSCc2ccc(CN(C)C)o2)[nH]c1=O. Reaction SMILES: [CH3:11][N:12]([CH3:13])[CH2:14][c:15]1[cH:16][cH:17][c:18]([CH2:20][S:21][CH2:22][CH2:23][NH2:24])[o:19]1.[CH3:1][S:2][c:3]1[n:4][cH:5][c:6]([CH3:10])[c:7](=[O:9])[nH:8]1.[cH:25]1[cH:26][cH:27][n:28][cH:29][cH:30]1>>[c:3]1([NH:24][CH2:23][CH2:22][S:21][CH2:20][c:18]2[cH:17][cH:16][c:15]([CH2:14][N:12]([CH3:11])[CH3:13])[o:19]2)[n:4][cH:5][c:6]([CH3:10])[c:7](=[O:9])[nH:8]1. The reactants are CN(C)C(=O)C1CC(O)CN1C(=O)OC(C)(C)C, O=C([O-])[O-], ClCCl, [F-], CCN(CC)C(F)(F)C(F)C(F)(F)F, [K+], [K+], [Na+]. The product is CN(C)C(=O)C1CC(F)CN1C(=O)OC(C)(C)C. RXN SMILES: [C:15]([CH3:16])([CH3:17])([CH3:18])[O:19][C:20](=[O:21])[N:22]1[CH:23]([C:28](=[O:29])[N:30]([CH3:31])[CH3:32])[CH2:24][CH:25]([OH:27])[CH2:26]1.[C:35](=[O:36])([O-:37])[O-:38].[Cl:41][CH2:42][Cl:43].[F-:33].[F:1][C:2]([F:3])([N:4]([CH2:5][CH3:6])[CH2:7][CH3:8])[CH:9]([F:10])[C:11]([F:12])([F:13])[F:14].[K+:39].[K+:40].[Na+:34]>>[F:1][CH:25]1[CH2:24][CH:23]([C:28](=[O:29])[N:30]([CH3:31])[CH3:32])[N:22]([C:20]([O:19][C:15]([CH3:16])([CH3:17])[CH3:18])=[O:21])[CH2:26]1. Starting materials: O=C(O)Cc1cccc(Br)c1, C1CCOC1, [Li]CCCC, CI, CC(C)NC(C)C, [Cl-], Cl, [Na+]. Yields the product CC(C(=O)O)c1cccc(Br)c1. Reaction SMILES: [Br:13][c:14]1[cH:15][c:16]([CH2:20][C:21](=[O:22])[OH:23])[cH:17][cH:18][cH:19]1.[CH2:29]1[O:30][CH2:31][CH2:32][CH2:33]1.[CH2:8]([Li:9])[CH2:10][CH2:11][CH3:12].[CH3:24][I:25].[CH:1]([NH:2][CH:3]([CH3:4])[CH3:5])([CH3:6])[CH3:7].[Cl-:27].[ClH:28].[Na+:26]>>[CH3:1][CH:20]([c:16]1[cH:15][c:14]([Br:13])[cH:19][cH:18][cH:17]1)[C:21](=[O:22])[OH:23]. The reactants are COC(=O)c1cccc([N+](=O)[O-])c1N(Cc1ccc(-c2ccccc2C#N)cc1)C(=O)OC(C)(C)C, CO, Cl. Product: COC(=O)c1cccc([N+](=O)[O-])c1NCc1ccc(-c2ccccc2C#N)cc1. RXN SMILES: [C:1]([O:2][C:3](=[O:4])[N:8]([CH2:9][c:10]1[cH:11][cH:12][c:13](-[c:16]2[c:17]([C:22]#[N:23])[cH:18][cH:19][cH:20][cH:21]2)[cH:14][cH:15]1)[c:24]1[c:25]([C:26](=[O:27])[O:28][CH3:29])[cH:30][cH:31][cH:32][c:33]1[N+:34](=[O:35])[O-:36])([CH3:5])([CH3:6])[CH3:7].[CH3:38][OH:39].[ClH:37]>>[NH:8]([CH2:9][c:10]1[cH:11][cH:12][c:13](-[c:16]2[c:17]([C:22]#[N:23])[cH:18][cH:19][cH:20][cH:21]2)[cH:14][cH:15]1)[c:24]1[c:25]([C:26](=[O:27])[O:28][CH3:29])[cH:30][cH:31][cH:32][c:33]1[N+:34](=[O:35])[O-:36]. Starting materials: C(C)OC(C(CC1=C(C=C(C=C1)OCC=1N=C(OC1C)C1=CC(=C(C(=C1)OC)OC)OC)C)OCC)=O ([rac]-2-ethoxy-3-{2-methyl-4-[5-methyl-2-(3,4,5-trimethoxy-phenyl)-oxazol-4-ylmethoxy]-phenyl}-propionic acid ethyl ester), [Li+].[OH-] (LiOH). Product: C(C)OC(C(=O)O)CC1=C(C=C(C=C1)OCC=1N=C(OC1C)C1=CC(=C(C(=C1)OC)OC)OC)C ([rac]-2-ethoxy-3-{2-methyl-4-[5-methyl-2-(3,4,5-trimethoxy-phenyl)-oxazol-4-ylmethoxy]-phenyl}-propionic acid). Reaction SMILES: C([O:3][C:4](=[O:37])[CH:5]([O:34][CH2:35][CH3:36])[CH2:6][C:7]1[CH:12]=[CH:11][C:10]([O:13][CH2:14][C:15]2[N:16]=[C:17]([C:21]3[CH:26]=[C:25]([O:27][CH3:28])[C:24]([O:29][CH3:30])=[C:23]([O:31][CH3:32])[CH:22]=3)[O:18][C:19]=2[CH3:20])=[CH:9][C:8]=1[CH3:33])C.[Li+].[OH-]>>[CH2:35]([O:34][CH:5]([CH2:6][C:7]1[CH:12]=[CH:11][C:10]([O:13][CH2:14][C:15]2[N:16]=[C:17]([C:21]3[CH:26]=[C:25]([O:27][CH3:28])[C:24]([O:29][CH3:30])=[C:23]([O:31][CH3:32])[CH:22]=3)[O:18][C:19]=2[CH3:20])=[CH:9][C:8]=1[CH3:33])[C:4]([OH:37])=[O:3])[CH3:36] |f:1.2|. Procedure details: In analogy to the procedure described in example 1 g], [rac]-2-ethoxy-3-{2-methyl-4-[5-methyl-2-(3,4,5-trimethoxy-phenyl)-oxazol-4-ylmethoxy]-phenyl}-propionic acid ethyl ester was treated with LiOH to obtain [rac]-2-ethoxy-3-{2-methyl-4-[5-methyl-2-(3,4,5-trimethoxy-phenyl)-oxazol-4-ylmethoxy]-phenyl}-propionic acid as colorless solid, which can be separated into its antipodes by methods known in the art, such as separation of the antipodes via diastereomeric salts by crystallization with optic... Starting materials: COC=1C=C2C=CC(=CC2=CC1)Br (6-methoxy-2-bromonaphthalene), CC(C)(C#C)O (2-methyl-3-butyn-2-ol). Reagents/catalysts: [Cu]I (copper (I) iodide), Cl[Pd]([P](C1=CC=CC=C1)(C2=CC=CC=C2)C3=CC=CC=C3)([P](C4=CC=CC=C4)(C5=CC=CC=C5)C6=CC=CC=C6)Cl (dichlorobis(triphenylphosphine)palladium(II)). Solvent: C(C)NCC (diethylamine). Yields the product COC=1C=C2C=CC(=CC2=CC1)C#CC(C)(O)C (4-(6-methoxy-2-naphthyl)-2-methyl-3-butyn-2-ol). Yield: 99.9%. As a reaction SMILES: [CH3:1][O:2][C:3]1[CH:4]=[C:5]2[C:10](=[CH:11][CH:12]=1)[CH:9]=[C:8](Br)[CH:7]=[CH:6]2.[CH3:14][C:15]([OH:19])([C:17]#[CH:18])[CH3:16]>C(NCC)C.[Cu]I.Cl[Pd](Cl)([P](C1C=CC=CC=1)(C1C=CC=CC=1)C1C=CC=CC=1)[P](C1C=CC=CC=1)(C1C=CC=CC=1)C1C=CC=CC=1>[CH3:1][O:2][C:3]1[CH:4]=[C:5]2[C:10](=[CH:11][CH:12]=1)[CH:9]=[C:8]([C:18]#[C:17][C:15]([CH3:16])([OH:19])[CH3:14])[CH:7]=[CH:6]2 |^1:29,48|. Procedure: A mixture of 6-methoxy-2-bromonaphthalene (14.23 g, 60.0 mmol), copper (I) iodide (0.17 g, 0.90 mmol), dichlorobis(triphenylphosphine)palladium(II) (0.63 g, 0.90 mmol), and 2-methyl-3-butyn-2-ol (8.7 mL, 90 mmol) in diethylamine (100 mL) was heated at reflux for 16 hours, cooled to room temperature and solvent evaporated. The residue was purified by flash chromatography using 15-25% ethyl acetate in hexane as an eluant. Drying at 80° C. for 20 minutes afforded 4-(6-methoxy-2-naphthyl)-2-methyl-3...